Dataset: the Open Reaction Database (ORD), a public repository of structured organic reaction records. Task: describe an organic reaction: reactants, conditions, products, and yield Reactants: COC(=O)c1ccc(OCc2c(-c3ccc(F)c(F)c3)noc2CO)nc1, C[Al](C)C, NCC1CC1, C1COCCO1. Product: O=C(NCC1CC1)c1ccc(OCc2c(-c3ccc(F)c(F)c3)noc2CO)nc1. Reaction SMILES: [CH3:10][O:11][C:12]([c:13]1[cH:14][n:15][c:16]([O:19][CH2:20][c:21]2[c:22](-[c:28]3[cH:29][c:30]([F:35])[c:31]([F:34])[cH:32][cH:33]3)[n:23][o:24][c:25]2[CH2:26][OH:27])[cH:17][cH:18]1)=[O:36].[CH3:1][Al:2]([CH3:3])[CH3:4].[NH2:5][CH2:6][CH:7]1[CH2:8][CH2:9]1.[O:37]1[CH2:38][CH2:39][O:40][CH2:41][CH2:42]1>>[NH:5]([CH2:6][CH:7]1[CH2:8][CH2:9]1)[C:12](=[O:11])[c:13]1[cH:14][n:15][c:16]([O:19][CH2:20][c:21]2[c:22](-[c:28]3[cH:29][c:30]([F:35])[c:31]([F:34])[cH:32][cH:33]3)[n:23][o:24][c:25]2[CH2:26][OH:27])[cH:17][cH:18]1. The solvent is O (water). Yield: 76.5%. Reactants: S(=O)(=O)(Cl)Cl (sulfuryl chloride), C(C1=CC=CC=C1)SC1=NC=C2C(=CC=NC2=C1)C1=C(C=C(C=C1)C(F)(F)F)OC (7-(benzylthio)-4-(2-methoxy-4-(trifluoromethyl)phenyl)-1,6-naphthyridine), C(Cl)Cl (DCM), C(C)(=O)O (acetic acid). Product: COC1=C(C=CC(=C1)C(F)(F)F)C1=CC=NC2=CC(=NC=C12)S(=O)(=O)Cl (4-(2-methoxy-4-(trifluoromethyl)phenyl)-1,6-naphthyridine-7-sulfonyl chloride). As a reaction SMILES: C(S[C:9]1[CH:18]=[C:17]2[C:12]([C:13]([C:19]3[CH:24]=[CH:23][C:22]([C:25]([F:28])([F:27])[F:26])=[CH:21][C:20]=3[O:29][CH3:30])=[CH:14][CH:15]=[N:16]2)=[CH:11][N:10]=1)C1C=CC=CC=1.C(Cl)Cl.C(O)(=O)C.[S:38]([Cl:42])(Cl)(=[O:40])=[O:39]>O>[CH3:30][O:29][C:20]1[CH:21]=[C:22]([C:25]([F:28])([F:26])[F:27])[CH:23]=[CH:24][C:19]=1[C:13]1[C:12]2[C:17](=[CH:18][C:9]([S:38]([Cl:42])(=[O:40])=[O:39])=[N:10][CH:11]=2)[N:16]=[CH:15][CH:14]=1. Conditions: temperature 0 celsius, time 5 minute. Procedure details: A round bottomed flask cooled to 0° C., was charged with 7-(benzylthio)-4-(2-methoxy-4-(trifluoromethyl)phenyl)-1,6-naphthyridine (0.129 g, 0.302 mmol), DCM (2.88 ml), acetic acid (0.072 ml), and water (0.072 ml). After stirring for 5 minutes at 0° C., sulfuryl chloride (0.025 ml, 0.302 mmol) was added and stirring was continued for an additional 1 hour at 0° C. The reaction was concentrated, dissolved in minimal DCM and purified via column chromatography (silica gel 40 g, gradient elution 0 to ... Product: CO[C@@H]1[C@@H](C[C@H]2O[C@]1(C)n3c4ccccc4c5c6CNC(=O)c6c7c8ccccc8n2c7c35)N(C)Cc9nc(c%10ccccn%10)n(C)n9, CN[C@@H]1C[C@H]2O[C@@](C)([C@@H]1OC)n1c3ccccc3c3c4c(c5c6ccccc6n2c5c31)C(=O)NC4 (Staurosporine), Cn1nc(C=O)nc1c2ccccn2. Run at temperature 22 celsius, time 18 hour. The reagents and catalysts are CC(C)[O-].CC(C)[O-].CC(C)[O-].CC(C)[O-].[Ti+4] (Ti(OiPr)4), CC(=O)O (acetic acid), CC(=O)O[BH-](OC(C)=O)OC(C)=O.[Na+] (Sodium triacetoxyborohydride). Solvent: CN1CCCC1=O (NMP), CN1CCCC1=O (NMP), CN1CCCC1=O (NMP), CN1CCCC1=O (NMP), CN1CCCC1=O (NMP), CN1CCCC1=O (NMP), CN1CCCC1=O (NMP). The reactants are CN[C@@H]1C[C@H]2O[C@@](C)([C@@H]1OC)n1c3ccccc3c3c4c(c5c6ccccc6n2c5c31)C(=O)NC4 (staurosporine), Cn1nc(C=O)nc1c2ccccn2. Reactants: O=C([O-])[O-], CCCC(C)C(=O)Cl, CN(C)c1ccncc1, CC(Cl)Cl, ClCCl, Cc1nc(-c2cncc(F)c2)sc1N(C)C(=O)C1CCCNC1, [K+], [K+], O. Product: CCCC(C)C(=O)N1CCCC(C(=O)N(C)c2sc(-c3cncc(F)c3)nc2C)C1. As a reaction SMILES: [C:24](=[O:25])([O-:26])[O-:27].[CH3:30][CH:31]([C:32](=[O:33])[Cl:34])[CH2:35][CH2:36][CH3:37].[CH3:38][N:39]([c:40]1[cH:41][cH:42][n:43][cH:44][cH:45]1)[CH3:46].[Cl:47][CH:48]([Cl:49])[CH3:50].[Cl:51][CH2:52][Cl:53].[F:1][c:2]1[cH:3][c:4](-[c:8]2[s:9][c:10]([N:14]([C:15](=[O:16])[CH:17]3[CH2:18][NH:19][CH2:20][CH2:21][CH2:22]3)[CH3:23])[c:11]([CH3:13])[n:12]2)[cH:5][n:6][cH:7]1.[K+:28].[K+:29].[OH2:54]>>[F:1][c:2]1[cH:3][c:4](-[c:8]2[s:9][c:10]([N:14]([C:15](=[O:16])[CH:17]3[CH2:18][N:19]([C:32]([CH:31]([CH3:30])[CH2:35][CH2:36][CH3:37])=[O:33])[CH2:20][CH2:21][CH2:22]3)[CH3:23])[c:11]([CH3:13])[n:12]2)[cH:5][n:6][cH:7]1.